Dataset: the Open Reaction Database (ORD), a public repository of structured organic reaction records. Task: describe an organic reaction: reactants, conditions, products, and yield The reactants are O=C1NC(=O)c2ccccc21, COc1ccc(CCl)cc1, CN(C)C=O, [K], O. The product is COc1ccc(CN2C(=O)c3ccccc3C2=O)cc1. Reaction SMILES: [C:12]1(=[O:22])[c:13]2[c:14]([cH:18][cH:19][cH:20][cH:21]2)[C:15](=[O:17])[NH:16]1.[CH3:1][O:2][c:3]1[cH:4][cH:5][c:6]([CH2:7][Cl:8])[cH:9][cH:10]1.[CH3:23][N:24]([CH3:25])[CH:26]=[O:27].[K:11].[OH2:28]>>[CH3:1][O:2][c:3]1[cH:4][cH:5][c:6]([CH2:7][N:16]2[C:12](=[O:22])[c:13]3[c:14]([cH:18][cH:19][cH:20][cH:21]3)[C:15]2=[O:17])[cH:9][cH:10]1.